From a dataset of the Open Reaction Database (ORD), a public repository of structured organic reaction records. describe an organic reaction: reactants, conditions, products, and yield Reactants: Nc1ncc(Br)nc1Br, OCc1c(Cl)cccc1Cl, [H-], [Na+], C1CCOC1. Yields the product Nc1ncc(Br)nc1OCc1c(Cl)cccc1Cl. Reaction SMILES: [Br:13][c:14]1[c:15]([NH2:21])[n:16][cH:17][c:18]([Br:20])[n:19]1.[Cl:1][c:2]1[c:3]([CH2:9][OH:10])[c:4]([Cl:8])[cH:5][cH:6][cH:7]1.[H-:11].[Na+:12].[O:22]1[CH2:23][CH2:24][CH2:25][CH2:26]1>>[Cl:1][c:2]1[c:3]([CH2:9][O:10][c:14]2[c:15]([NH2:21])[n:16][cH:17][c:18]([Br:20])[n:19]2)[c:4]([Cl:8])[cH:5][cH:6][cH:7]1.